describe an organic reaction: reactants, conditions, products, and yield From a dataset of the Open Reaction Database (ORD), a public repository of structured organic reaction records. Reactants: C(=O)(Cl)Cl (carbonyl chloride), CS(=O)(=O)CCCN1CCNCC1 (4-[3-(methylsulfonyl)propyl]-piperazine), ClC1=CC=C(C=C1)[C@@]1(N=C(N[C@]1(C)C1=CC=C(C=C1)Cl)C=1C(=NC(=NC1)OC)OC)C (rac-5-[(4S*,5R*)-4,5-bis-(4-chloro-phenyl)-4,5-dimethyl-4,5-dihydro-1H-imidazol-2-yl]-2,4-dimethoxy-pyrimidine), C(=O)(Cl)Cl (carbonyl chloride), C(=O)(Cl)Cl (phosgene). Run in C(C)N(CC)CC (triethylamine). Product: ClC1=CC=C(C=C1)[C@@]1(N=C(N([C@]1(C)C1=CC=C(C=C1)Cl)C(=O)N1CCN(CC1)CCCS(=O)(=O)C)C=1C(=NC(=NC1)OC)OC)C (Rac-[(4S*,5R*)-4,5-Bis-(4-chloro-phenyl)-2-(2,4-dimethoxy-pyrimidin-5-yl)-4,5-dimethyl-4,5-dihydro-imidazol-1-yl]-[4-(3-methanesulfonyl-propyl)-piperazin-1-yl]-methanone). Reaction SMILES: [Cl:1][C:2]1[CH:7]=[CH:6][C:5]([C@@:8]2([CH3:31])[C@:12]([C:14]3[CH:19]=[CH:18][C:17]([Cl:20])=[CH:16][CH:15]=3)([CH3:13])[NH:11][C:10]([C:21]3[C:22]([O:29][CH3:30])=[N:23][C:24]([O:27][CH3:28])=[N:25][CH:26]=3)=[N:9]2)=[CH:4][CH:3]=1.[C:32](Cl)(Cl)=[O:33].[CH3:36][S:37]([CH2:40][CH2:41][CH2:42][N:43]1[CH2:48][CH2:47][NH:46][CH2:45][CH2:44]1)(=[O:39])=[O:38]>C(N(CC)CC)C>[Cl:1][C:2]1[CH:7]=[CH:6][C:5]([C@@:8]2([CH3:31])[C@:12]([C:14]3[CH:19]=[CH:18][C:17]([Cl:20])=[CH:16][CH:15]=3)([CH3:13])[N:11]([C:32]([N:46]3[CH2:45][CH2:44][N:43]([CH2:42][CH2:41][CH2:40][S:37]([CH3:36])(=[O:38])=[O:39])[CH2:48][CH2:47]3)=[O:33])[C:10]([C:21]3[C:22]([O:29][CH3:30])=[N:23][C:24]([O:27][CH3:28])=[N:25][CH:26]=3)=[N:9]2)=[CH:4][CH:3]=1. Procedure details: rac-5-[(4S*,5R*)-4,5-bis-(4-chloro-phenyl)-4,5-dimethyl-4,5-dihydro-1H-imidazol-2-yl]-2,4-dimethoxy-pyrimidine was converted to the corresponding carbonyl chloride using phosgene and triethylamine in a manner similar to example 2. The carbonyl chloride was then reacted with 4-[3-(methylsulfonyl)propyl]-piperazine (prepared as described in Fotouhi, N. et al. WO 2005110996) following the synthetic procedure as described in example 3 to give the title compound. HR-MS (ES, m/z) calculated for C32H38... Starting materials: [Al+3].[Cl-].[Cl-].[Cl-] (AlCl3), ClC1=CC=CC(=N1)C(=O)Cl (6-chloro-2-pyridinecarboxylic acid chloride), ClC1=CC(=CC=C1)Cl (1,3-dichlorobenzene), Cl (HCl). Reaction conditions: time 8 hour. Product: ClC1=CC=CC(=N1)C(C1=C(C=C(C=C1)Cl)Cl)=O (6-chloro-2-(2,4-dichlorobenzoyl)-pyridine). Reaction SMILES: [Al+3].[Cl-].[Cl-].[Cl-].[Cl:5][C:6]1[N:11]=[C:10]([C:12](Cl)=[O:13])[CH:9]=[CH:8][CH:7]=1.[Cl:15][C:16]1[CH:21]=[CH:20][CH:19]=[C:18]([Cl:22])[CH:17]=1.Cl>>[Cl:5][C:6]1[N:11]=[C:10]([C:12](=[O:13])[C:19]2[CH:20]=[CH:21][C:16]([Cl:15])=[CH:17][C:18]=2[Cl:22])[CH:9]=[CH:8][CH:7]=1 |f:0.1.2.3|. Procedure: 40.9 g AlCl3 is added in portions to a mixture of 26.4 g 6-chloro-2-pyridinecarboxylic acid chloride and 112 g 1,3-dichlorobenzene. The mixture is slowly heated until 130°-40° C. After standing overnight, it is added to a mixture of diluted HCl and crushed ice, basified and extracted with ethyl ether. The ethereal extracts are washed with water, dried and solvent evaporated (water pump). The residual deep green oil is crystallised from ethanol: water in the presence of decolorizing carbon. Yield... Starting materials: O=C(CCl)CCl, O, CC(C)(CO)CO, Cc1ccc(S(=O)(=O)O)cc1, c1ccccc1. Product: CC1(C)COC(CCl)(CCl)O1. RXN SMILES: [Cl:8][CH2:9][C:10](=[O:11])[CH2:12][Cl:13].[OH2:31].[OH:1][CH2:2][C:3]([CH3:4])([CH2:5][OH:6])[CH3:7].[c:20]1([CH3:21])[cH:22][cH:23][c:24]([S:25]([OH:26])(=[O:27])=[O:28])[cH:29][cH:30]1.[cH:14]1[cH:15][cH:16][cH:17][cH:18][cH:19]1>>[C:3]1([CH3:4])([CH3:7])[CH2:5][O:6][C:10]([CH2:9][Cl:8])([CH2:12][Cl:13])[O:11]1. Starting materials: OCCCc1ccc(Br)cc1, C1CCOC1, [H-], CI, [Na+]. Yields the product COCCCc1ccc(Br)cc1. Reaction SMILES: [Br:1][c:2]1[cH:3][cH:4][c:5]([CH2:8][CH2:9][CH2:10][OH:11])[cH:6][cH:7]1.[CH2:16]1[O:17][CH2:18][CH2:19][CH2:20]1.[H-:12].[I:14][CH3:15].[Na+:13]>>[Br:1][c:2]1[cH:3][cH:4][c:5]([CH2:8][CH2:9][CH2:10][O:11][CH3:15])[cH:6][cH:7]1.